From a dataset of the Open Reaction Database (ORD), a public repository of structured organic reaction records. describe an organic reaction: reactants, conditions, products, and yield The reactants are C1(CCCO1)=O (γ-butyrolactone), C(CCCCCCCCC)N (n-decylamine). Reaction conditions: time 22 hour. Product: C(CCCCCCCCC)N1C(CCC1)=O (1-n-Decylazacyclopentan-2-one). The yield is 83.1%. As a reaction SMILES: [C:1]1(=[O:6])O[CH2:4][CH2:3][CH2:2]1.[CH2:7]([NH2:17])[CH2:8][CH2:9][CH2:10][CH2:11][CH2:12][CH2:13][CH2:14][CH2:15][CH3:16]>>[CH2:7]([N:17]1[CH2:4][CH2:3][CH2:2][C:1]1=[O:6])[CH2:8][CH2:9][CH2:10][CH2:11][CH2:12][CH2:13][CH2:14][CH2:15][CH3:16]. Reported procedure: 18.8 g (0.22 M) of γ-butyrolactone and 34.6 g (0.22 M) of n-decylamine were mixed and heated to 180° in a round bottom flask equipped with a condenser and a Dean-Stark trap for 22 hours. The dark brown reaction mixture was distilled at reduced pressure to yield 40.9 g (82.5%) of colorless product; b.p. 150°-155°/0.5-1 mm.